Dataset: the Open Reaction Database (ORD), a public repository of structured organic reaction records. Task: describe an organic reaction: reactants, conditions, products, and yield The product is N#CNC(=NCc1ccccc1)c1cccnc1. The reactants are CC(C)OC(=NC#N)c1cccnc1, CO, NCc1ccccc1. As a reaction SMILES: [C:1](#[N:2])[N:3]=[C:4]([O:5][CH:6]([CH3:7])[CH3:8])[c:9]1[cH:10][n:11][cH:12][cH:13][cH:14]1.[CH3:23][OH:24].[NH2:15][CH2:16][c:17]1[cH:18][cH:19][cH:20][cH:21][cH:22]1>>[C:1](#[N:2])[NH:3][C:4]([c:9]1[cH:10][n:11][cH:12][cH:13][cH:14]1)=[N:15][CH2:16][c:17]1[cH:18][cH:19][cH:20][cH:21][cH:22]1.